Dataset: the Open Reaction Database (ORD), a public repository of structured organic reaction records. Task: describe an organic reaction: reactants, conditions, products, and yield The reactants are Cc1ccccc1, OC(C1CC2C=CC1C2)C(F)(F)C(O)(O)C(F)(F)F. The product is O=C(C(F)(F)F)C(F)(F)C(O)C1CC2C=CC1C2. Reaction SMILES: [CH3:20][c:21]1[cH:22][cH:23][cH:24][cH:25][cH:26]1.[CH:1]12[CH:2]([CH:8]([C:9]([C:10]([C:11]([F:12])([F:13])[F:14])([OH:15])[OH:16])([F:17])[F:18])[OH:19])[CH2:3][CH:4]([CH:5]=[CH:6]1)[CH2:7]2>>[CH:1]12[CH:2]([CH:8]([C:9]([C:10]([C:11]([F:12])([F:13])[F:14])=[O:15])([F:17])[F:18])[OH:19])[CH2:3][CH:4]([CH:5]=[CH:6]1)[CH2:7]2. The reactants are FCCNCC=1NC(C2=C(N1)CCOC2)=O (2-((2-fluoroethylamino)methyl)-7,8-dihydro-3H-pyrano[4,3-d]pyrimidin-4(5H)-one), FC1=CC=C(C(=O)C2CCN(CC2)CC(=O)O)C=C1 (2-(4-(4-fluorobenzoyl)piperidin-1-yl)acetic acid), CC#N.O (CH3CN H2O), C24H29F2N4O4. Solvent: C(=O)O (formic acid). Yields the product FC1=CC=C(C(=O)C2CCN(CC2)CC(=O)N(CC=2NC(C3=C(N2)CCOC3)=O)CCF)C=C1 (2-[4-(4-Fluoro-benzoyl)-piperidin-1-yl]-N-(2-fluoro-ethyl)-N-(4-oxo-3,5,7,8-tetrahydro-4H-pyrano[4,3-d]pyrimidin-2-ylmethyl)-acetamide). RXN SMILES: [F:1][CH2:2][CH2:3][NH:4][CH2:5][C:6]1[NH:7][C:8](=[O:16])[C:9]2[CH2:15][O:14][CH2:13][CH2:12][C:10]=2[N:11]=1.[F:17][C:18]1[CH:35]=[CH:34][C:21]([C:22]([CH:24]2[CH2:29][CH2:28][N:27]([CH2:30][C:31](O)=[O:32])[CH2:26][CH2:25]2)=[O:23])=[CH:20][CH:19]=1.CC#N.O>C(O)=O>[F:17][C:18]1[CH:19]=[CH:20][C:21]([C:22]([CH:24]2[CH2:25][CH2:26][N:27]([CH2:30][C:31]([N:4]([CH2:3][CH2:2][F:1])[CH2:5][C:6]3[NH:7][C:8](=[O:16])[C:9]4[CH2:15][O:14][CH2:13][CH2:12][C:10]=4[N:11]=3)=[O:32])[CH2:28][CH2:29]2)=[O:23])=[CH:34][CH:35]=1 |f:2.3|. Procedure: Following the general procedure of Example 5, the title compound was prepared (0.09 g) from 2-((2-fluoroethylamino)methyl)-7,8-dihydro-3H-pyrano[4,3-d]pyrimidin-4(5H)-one (0.18 g, 0.79 mmol, 1 eq.) and 2-(4-(4-fluorobenzoyl)piperidin-1-yl)acetic acid (0.19 g, 0.71 mmol, 0.9 eq.). 1H NMR (400 MHz, MeOD) δ ppm 8.04-8.18 (m, 2H), 7.26 (m, 2H), 4.71-4.80 (m, 1H), 4.60-4.67 (m, 1H), 4.59 (s, 2H), 4.48-4.53 (m, 1H), 4.46 (s, 1H), 4.37 (s, 2H), 3.89-3.96 (m, 2H), 3.83-3.90 (m, 1H), 3.77-3.84 (m, 1H), 3...